From a dataset of the Open Reaction Database (ORD), a public repository of structured organic reaction records. describe an organic reaction: reactants, conditions, products, and yield Reaction SMILES: NC1C=CC=C(C(N)=O)C=1.[NH:11]1[C:19]2[CH:18]=[CH:17][CH:16]=[C:15]([C:20]([NH2:22])=[O:21])[C:14]=2[C:13](=[O:23])[C:12]1=[O:24].[CH:25]1[C:30]([NH:31][NH2:32])=[CH:29][CH:28]=[C:27]([S:33]([NH2:36])(=[O:35])=[O:34])[CH:26]=1.Cl>>[NH:11]1[C:19]2[CH:18]=[CH:17][CH:16]=[C:15]([C:20]([NH2:22])=[O:21])[C:14]=2[C:13](=[O:23])[C:12]1=[O:24].[O:24]=[C:12]1[C:13](=[N:32][NH:31][C:30]2[CH:29]=[CH:28][C:27]([S:33](=[O:35])(=[O:34])[NH2:36])=[CH:26][CH:25]=2)[C:14]2[C:15]([C:20]([NH2:22])=[O:21])=[CH:16][CH:17]=[CH:18][C:19]=2[NH:11]1 |f:2.3|. The product is N1C(C(C=2C(=CC=CC12)C(=O)N)=O)=O (1H-Indole-2,3-dione-4-carboxamide), O=C1NC=2C=CC=C(C2C1=NNC1=CC=C(C=C1)S(N)(=O)=O)C(=O)N (2-Oxo-3-[(4-sulfamoyl-phenyl)-hydrazono]-2,3-dihydro-1H-indole-4-carboxylic acid amide). Reported procedure: 1H-Indole-2,3-dione-4-carboxamide was prepared from aniline-3-carboxamide according to Procedure A in 3% yield: 1H NMR (DMSO-d6): δ7.17 (d, J=8.1 Hz, 1H), 7.32 (d, J=8.1 Hz, 1H), ), 7.56 (t, J=8.1 Hz, 1H), 8.02 (bs, 2H), 11.86 (bs, 1H); APCI+MS m/z 191 (M+1)−. Condensation of 1H-indole-2,3-dione-4-carboxamide with 4-sulfonamidophenylhydrazine hydrochloride according to Procedure G gave the title compound in 31% yield: 1H NMR (DMSO-d6): δ7.11 (d, J=8.3 Hz, 1H), 7.18 (s, 2H), 7.27 (d, J=8.8 Hz, 2H... Starting materials: NC1=CC(=CC=C1)C(=O)N (aniline-3-carboxamide), N1C(C(C=2C(=CC=CC12)C(=O)N)=O)=O (1H-indole-2,3-dione-4-carboxamide), C1=CC(=CC=C1NN)S(=O)(=O)N.Cl (4-sulfonamidophenylhydrazine hydrochloride). Isolated yield 3.0%. Starting materials: CCn1cc(-n2c(=O)n(C)c3cnc4ccc(-c5ccc(CO)nc5)cc4c32)c(C)n1, [H-], CI, [Na+], CN(C)C=O. Yields the product CCn1cc(-n2c(=O)n(C)c3cnc4ccc(-c5ccc(COC)nc5)cc4c32)c(C)n1. As a reaction SMILES: [CH2:1]([CH3:2])[n:3]1[n:4][c:5]([CH3:31])[c:6](-[n:8]2[c:9](=[O:30])[n:10]([CH3:29])[c:11]3[cH:12][n:13][c:14]4[cH:15][cH:16][c:17](-[c:21]5[cH:22][n:23][c:24]([CH2:27][OH:28])[cH:25][cH:26]5)[cH:18][c:19]4[c:20]23)[cH:7]1.[H-:33].[I:34][CH3:35].[Na+:32].[O:36]=[CH:37][N:38]([CH3:39])[CH3:40]>>[CH2:1]([CH3:2])[n:3]1[n:4][c:5]([CH3:31])[c:6](-[n:8]2[c:9](=[O:30])[n:10]([CH3:29])[c:11]3[cH:12][n:13][c:14]4[cH:15][cH:16][c:17](-[c:21]5[cH:22][n:23][c:24]([CH2:27][O:28][CH3:35])[cH:25][cH:26]5)[cH:18][c:19]4[c:20]23)[cH:7]1. Starting materials: [S-2].[Na+].[Na+] (sodium sulfide), nitro, 200, [N+](=O)([O-])C1=CC=CC=2C(C3=CC=CC=C3C(C12)=O)=O (nitroanthraquinone). Run in O (water). Run at time 70 minute. Product: 171, NC1=CC=CC=2C(C3=CC=CC=C3C(C12)=O)=O (1-aminoanthraquinone). RXN SMILES: [N+:1]([C:4]1[C:17]2[C:16](=[O:18])[C:15]3[C:10](=[CH:11][CH:12]=[CH:13][CH:14]=3)[C:9](=[O:19])[C:8]=2[CH:7]=[CH:6][CH:5]=1)([O-])=O.[S-2].[Na+].[Na+]>O>[NH2:1][C:4]1[C:17]2[C:16](=[O:18])[C:15]3[C:10](=[CH:11][CH:12]=[CH:13][CH:14]=3)[C:9](=[O:19])[C:8]=2[CH:7]=[CH:6][CH:5]=1 |f:1.2.3|. Procedure details: 5,500 Parts of water was added to a mixture of 200 parts of the nitroanthraquinone (98.0% 1-nitro content) used in Example 4 and 400 parts of 32% sodium sulfide and the mixed solution was heated from room temperature till boiling by spending 70 minutes. A part of the reaction mixture was sampled out and the heating was continued until substantially no unreacted nitro component became detectable by gas-chromatography. Approximately 3 hours was required for this treatment. Thereafter the reaction ... Reactants: CCOC(=O)c1ccc2nc(Cl)ccc2c1, NC1CCc2ccccc21. The product is CCOC(=O)c1ccc2nc(NC3CCc4ccccc43)ccc2c1. Reaction SMILES: [CH2:1]([CH3:2])[O:3][C:4](=[O:5])[c:6]1[cH:7][c:8]2[cH:9][cH:10][c:11]([Cl:16])[n:12][c:13]2[cH:14][cH:15]1.[NH2:17][CH:18]1[CH2:19][CH2:20][c:21]2[cH:22][cH:23][cH:24][cH:25][c:26]21>>[CH2:1]([CH3:2])[O:3][C:4](=[O:5])[c:6]1[cH:7][c:8]2[cH:9][cH:10][c:11]([NH:17][CH:18]3[CH2:19][CH2:20][c:21]4[cH:22][cH:23][cH:24][cH:25][c:26]43)[n:12][c:13]2[cH:14][cH:15]1. Reactants: C(C1=CC=CC=C1)C1=C(N=C(S1)C1=C(C=CC(=C1)F)F)C=O (5-benzyl-2-(2,5-difluorophenyl)thiazole-4-carbaldehyde), C(C)(C)(C)[S@@](=O)N ((R)-(+)-t-butylsulfinamide), Ti(OEt)4. The solvent is C1CCOC1 (THF), [Cl-].[Na+].O (brine), CCOC(=O)C (EtOAc). Run at time 4 hour. The product is C(C1=CC=CC=C1)C1=C(N=C(S1)C1=C(C=CC(=C1)F)F)C=N[S@](=O)C(C)(C)C ((R)—N-((5-benzyl-2-(2,5-difluorophenyl)thiazol-4-yl)methylene)-2-methylpropane-2-sulfinamide). Yield: 94.2%. RXN SMILES: [CH2:1]([C:8]1[S:12][C:11]([C:13]2[CH:18]=[C:17]([F:19])[CH:16]=[CH:15][C:14]=2[F:20])=[N:10][C:9]=1[CH:21]=O)[C:2]1[CH:7]=[CH:6][CH:5]=[CH:4][CH:3]=1.[C:23]([S@:27]([NH2:29])=[O:28])([CH3:26])([CH3:25])[CH3:24]>C1COCC1.[Cl-].[Na+].O.CCOC(C)=O>[CH2:1]([C:8]1[S:12][C:11]([C:13]2[CH:18]=[C:17]([F:19])[CH:16]=[CH:15][C:14]=2[F:20])=[N:10][C:9]=1[CH:21]=[N:29][S@@:27]([C:23]([CH3:26])([CH3:25])[CH3:24])=[O:28])[C:2]1[CH:7]=[CH:6][CH:5]=[CH:4][CH:3]=1 |f:3.4.5|. Procedure details: To a solution of 5-benzyl-2-(2,5-difluorophenyl)thiazole-4-carbaldehyde (5.2 g, 16.49 mmol) in THF (55.0 mL) was added (R)-(+)-t-butylsulfinamide (2.2 g, 18.14 mmol), and Ti(OEt)4 (7.52 mL, 36.3 mmol). The reaction mixture was stirred for 4 h at room temperature. The reaction mixture was diluted with brine (50 mL) and EtOAc (70 mL) followed by addition of Celite®. Then, the mixture was vigorously stirred for 1 h, and filtered. The filtrate was extracted by EtOAc. The organic layers was washed wi... The reactants are C1CCOC1, COC(=O)COc1ccc(OCC#Cc2cc(C#CCN3CCOCC3)cc(C#Cc3ccc(C(F)(F)F)cc3)c2)cc1C, CO, Cl, [Li+], [OH-], O. As a reaction SMILES: [CH2:49]1[O:50][CH2:51][CH2:52][CH2:53]1.[CH3:1][O:2][C:3]([CH2:4][O:5][c:6]1[c:7]([CH3:43])[cH:8][c:9]([O:12][CH2:13][C:14]#[C:15][c:16]2[cH:17][c:18]([C:34]#[C:35][CH2:36][N:37]3[CH2:38][CH2:39][O:40][CH2:41][CH2:42]3)[cH:19][c:20]([C:22]#[C:23][c:24]3[cH:25][cH:26][c:27]([C:30]([F:31])([F:32])[F:33])[cH:28][cH:29]3)[cH:21]2)[cH:10][cH:11]1)=[O:44].[CH3:54][OH:55].[ClH:48].[Li+:46].[OH-:45].[OH2:47]>>[O:2]=[C:3]([CH2:4][O:5][c:6]1[c:7]([CH3:43])[cH:8][c:9]([O:12][CH2:13][C:14]#[C:15][c:16]2[cH:17][c:18]([C:34]#[C:35][CH2:36][N:37]3[CH2:38][CH2:39][O:40][CH2:41][CH2:42]3)[cH:19][c:20]([C:22]#[C:23][c:24]3[cH:25][cH:26][c:27]([C:30]([F:31])([F:32])[F:33])[cH:28][cH:29]3)[cH:21]2)[cH:10][cH:11]1)[OH:44]. The product is Cc1cc(OCC#Cc2cc(C#CCN3CCOCC3)cc(C#Cc3ccc(C(F)(F)F)cc3)c2)ccc1OCC(=O)O.